This data is from the Open Reaction Database (ORD), a public repository of structured organic reaction records. The task is: describe an organic reaction: reactants, conditions, products, and yield Starting materials: N#Cc1ccc(F)c(C#N)c1Cl, [Li+], [Li+], O=C([O-])[O-], CC1NCCC1C(C)(C)O. The product is CC1C(C(C)(C)O)CCN1c1ccc(C#N)c(Cl)c1C#N. RXN SMILES: [Cl:1][c:2]1[c:3]([C:4]#[N:5])[cH:6][cH:7][c:8]([F:12])[c:9]1[C:10]#[N:11].[Li+:23].[Li+:24].[O-:25][C:26](=[O:27])[O-:28].[OH:13][C:14]([CH3:15])([CH3:16])[CH:17]1[CH:18]([CH3:22])[NH:19][CH2:20][CH2:21]1>>[Cl:1][c:2]1[c:3]([C:4]#[N:5])[cH:6][cH:7][c:8]([N:19]2[CH:18]([CH3:22])[CH:17]([C:14]([OH:13])([CH3:15])[CH3:16])[CH2:21][CH2:20]2)[c:9]1[C:10]#[N:11]. Starting materials: NC(COc1cc(OCc2ccccc2)ccc1Br)c1ccc(OCc2ccccc2)cc1, CC(C)(C)[O-], Cc1ccccc1, [K+], O=C(C=Cc1ccccc1)C=Cc1ccccc1, O=C(C=Cc1ccccc1)C=Cc1ccccc1, O=C(C=Cc1ccccc1)C=Cc1ccccc1, O, [Pd], [Pd], c1ccc(P(c2ccccc2)c2ccc3ccccc3c2-c2c(P(c3ccccc3)c3ccccc3)ccc3ccccc23)cc1. The product is c1ccc(COc2ccc(C3COc4cc(OCc5ccccc5)ccc4N3)cc2)cc1. RXN SMILES: [CH2:1]([c:2]1[cH:3][cH:4][cH:5][cH:6][cH:7]1)[O:8][c:9]1[cH:10][cH:11][c:12]([Br:33])[c:13]([O:14][CH2:15][CH:16]([c:17]2[cH:18][cH:19][c:20]([O:23][CH2:24][c:25]3[cH:26][cH:27][cH:28][cH:29][cH:30]3)[cH:21][cH:22]2)[NH2:31])[cH:32]1.[CH3:80][C:81]([CH3:82])([O-:83])[CH3:84].[CH3:87][c:88]1[cH:89][cH:90][cH:91][cH:92][cH:93]1.[K+:85].[O:114]=[C:115]([CH:116]=[CH:117][c:118]1[cH:119][cH:120][cH:121][cH:122][cH:123]1)[CH:124]=[CH:125][c:126]1[cH:127][cH:128][cH:129][cH:130][cH:131]1.[O:132]=[C:133]([CH:134]=[CH:135][c:136]1[cH:137][cH:138][cH:139][cH:140][cH:141]1)[CH:142]=[CH:143][c:144]1[cH:145][cH:146][cH:147][cH:148][cH:149]1.[O:96]=[C:97]([CH:98]=[CH:99][c:100]1[cH:101][cH:102][cH:103][cH:104][cH:105]1)[CH:106]=[CH:107][c:108]1[cH:109][cH:110][cH:111][cH:112][cH:113]1.[OH2:86].[Pd:94].[Pd:95].[c:34]1([P:35]([c:36]2[cH:37][cH:38][cH:39][cH:40][cH:41]2)[c:42]2[cH:43][cH:44][c:45]3[c:46]([cH:47][cH:48][cH:49][cH:50]3)[c:51]2-[c:52]2[c:53]3[c:54]([cH:55][cH:56][cH:57][cH:58]3)[cH:59][cH:60][c:61]2[P:62]([c:63]2[cH:64][cH:65][cH:66][cH:67][cH:68]2)[c:69]2[cH:70][cH:71][cH:72][cH:73][cH:74]2)[cH:75][cH:76][cH:77][cH:78][cH:79]1>>[CH2:1]([c:2]1[cH:3][cH:4][cH:5][cH:6][cH:7]1)[O:8][c:9]1[cH:10][cH:11][c:12]2[c:13]([cH:32]1)[O:14][CH2:15][CH:16]([c:17]1[cH:18][cH:19][c:20]([O:23][CH2:24][c:25]3[cH:26][cH:27][cH:28][cH:29][cH:30]3)[cH:21][cH:22]1)[NH:31]2. Starting materials: O (water), CC1=NC(=CC(=N1)Cl)Cl (2-methyl-4,6-dichloropyrimidine), [OH-].[Na+] (sodium hydroxide), ice, ice water, [Cl-].[Na+] (sodium chloride). Solvent: C(C)O (ethanol), S(O)(O)(=O)=O (sulfuric acid). Conditions: temperature 23 celsius, time 1 hour. Yields the product CC1=NC(=CC(=N1)O)Cl (2-Methyl-4-hydroxy-6-chloropyrimidine). RXN SMILES: [OH2:1].[CH3:2][C:3]1[N:8]=[C:7](Cl)[CH:6]=[C:5]([Cl:10])[N:4]=1.[OH-].[Na+].[Cl-].[Na+]>S(=O)(=O)(O)O.C(O)C>[CH3:2][C:3]1[N:8]=[C:7]([OH:1])[CH:6]=[C:5]([Cl:10])[N:4]=1 |f:2.3,4.5|. Procedure: To a solution of water (8.5 mL) in sulfuric acid (32 mL) was added 2-methyl-4,6-dichloropyrimidine (13.4 g, 82 mmol). The mixture was stirred for 1 hour at 23° C. and then poured onto an ice/water slurry containing sodium hydroxide (24 g, 600 mmol). When the ice had melted, sodium chloride (90 g) was added and allowed to dissolve. The product precipitated and was isolated by filtration (9.5 g) 80%. An analytical sample was prepared by recrystallization from ethanol m.p. 230°-234° C. as a fluffy ... The reactants are CN1CCNCC1 (1-methylpiperazine), C12(CC3CC(CC(C1)C3)C2)NS(=O)(=O)C2=CC=C3C(C(=O)OC(N3)=O)=C2 (5-[N-(1-adamantyl)-sulfamoyl]-isatoic anhydride). The solvent is C1(=CC=CC=C1)C (toluene). The product is CN1CCN(CC1)C(C=1C(N)=CC=C(C1)S(NC12CC3CC(CC(C1)C3)C2)(=O)=O)=O (5-[N-(1-Adamantyl)-sulfamoyl]-anthranilic acid (4-methyl)-piperazide). As a reaction SMILES: [CH3:1][N:2]1[CH2:7][CH2:6][NH:5][CH2:4][CH2:3]1.[C:8]12([NH:18][S:19]([C:22]3[CH:33]=[C:26]4[C:27](OC(=O)[NH:31][C:25]4=[CH:24][CH:23]=3)=[O:28])(=[O:21])=[O:20])[CH2:17][CH:12]3[CH2:13][CH:14]([CH2:16][CH:10]([CH2:11]3)[CH2:9]1)[CH2:15]2>C1(C)C=CC=CC=1>[CH3:1][N:2]1[CH2:7][CH2:6][N:5]([C:27](=[O:28])[C:26]2[C:25](=[CH:24][CH:23]=[C:22]([S:19](=[O:21])(=[O:20])[NH:18][C:8]34[CH2:17][CH:12]5[CH2:13][CH:14]([CH2:16][CH:10]([CH2:11]5)[CH2:9]3)[CH2:15]4)[CH:33]=2)[NH2:31])[CH2:4][CH2:3]1. Procedure details: 2.7 g of 1-methylpiperazine are added slowly to a suspension of 10.2 g of 5-[N-(1-adamantyl)-sulfamoyl]-isatoic anhydride in 250 ml of absolute toluene, at 100° with stirring. After the addition is ended, the mixture is stirred for a further 1 hour at 100° and is allowed to cool to room temperature, the precipitate is separated off by decanting and the crude product thus obtained is recrystallised from ethanol. 5-[N-(1-Adamantyl)-sulfamoyl]-anthranilic acid (4-methyl)-piperazide with a melting p...